Dataset: the Open Reaction Database (ORD), a public repository of structured organic reaction records. Task: describe an organic reaction: reactants, conditions, products, and yield The reactants are C1(CC1)N1C(=NC=C1C=O)C1=CC=C(C=C1)OC (3-cyclopropyl-2-(4-methoxy-phenyl)-3H-imidazole-4-carbaldehyde), C(C)C(C(C(=O)[O-])P(=O)(O)O)(CC)CC (triethyl-2-phosphonopropionate), C1CCC2=NCCCN2CC1 (DBU). The solvent is C(C)#N (acetonitrile), O (water). Conditions: temperature 78 celsius. Yields the product C(C)OC(C(=CC=1N(C(=NC1)C1=CC=C(C=C1)OC)C1CC1)C)=O (3-[3-cyclopropyl-2-(4-methoxy-phenyl)-3H-imidazol-4-yl]-2-methyl-acrylic acid ethyl ester). As a reaction SMILES: [CH:1]1([N:4]2[C:8]([CH:9]=O)=[CH:7][N:6]=[C:5]2[C:11]2[CH:16]=[CH:15][C:14]([O:17][CH3:18])=[CH:13][CH:12]=2)[CH2:3][CH2:2]1.C([C:21](CC)(CC)[CH:22](P(O)(O)=O)[C:23]([O-:25])=[O:24])C.[CH2:34]1CCN2C(=NCCC2)C[CH2:35]1>C(#N)C.O>[CH2:34]([O:25][C:23](=[O:24])[C:22]([CH3:21])=[CH:9][C:8]1[N:4]([CH:1]2[CH2:3][CH2:2]2)[C:5]([C:11]2[CH:16]=[CH:15][C:14]([O:17][CH3:18])=[CH:13][CH:12]=2)=[N:6][CH:7]=1)[CH3:35]. Procedure: 3-cyclopropyl-2-(4-methoxy-phenyl)-3H-imidazole-4-carbaldehyde (475 mg, 1.96 mmol), triethyl-2-phosphonopropionate (0.63 ml, 2.94 mmol) and DBU (0.44 ml, 2.94 mmol) were dissolved in acetonitrile (5 ml). After stirring at 78° C. o.n. the reaction mixture was cooled to r.t., diluted with water (50 ml) and extracted with DCM. The combined organic phase was dried (Na2SO4), filtered and concentrated, to yield 3-[3-cyclopropyl-2-(4-methoxy-phenyl)-3H-imidazol-4-yl]-2-methyl-acrylic acid ethyl ester, ... Starting materials: S(O)(O)(=O)=O (sulphuric acid), 66.1, ClC=1C(=CC2=C(C(C=C(O2)C(=O)O)=O)C1C)C (6-chloro-5,7-dimethyl-4-oxo-4H-1-benzopyran-2-carboxylic acid), C(C)O (ethanol). Yields the product 58.5, ClC=1C(=CC2=C(C(C=C(O2)C(=O)OCC)=O)C1C)C (6-chloro-5,7-dimethyl-4-oxo-4H-1-benzopyran-2-carboxylic acid, ethyl ester). As a reaction SMILES: S(=O)(=O)(O)O.[Cl:6][C:7]1[C:8]([CH3:22])=[CH:9][C:10]2[O:15][C:14]([C:16]([OH:18])=[O:17])=[CH:13][C:12](=[O:19])[C:11]=2[C:20]=1[CH3:21].[CH2:23](O)[CH3:24]>>[Cl:6][C:7]1[C:8]([CH3:22])=[CH:9][C:10]2[O:15][C:14]([C:16]([O:18][CH2:23][CH3:24])=[O:17])=[CH:13][C:12](=[O:19])[C:11]=2[C:20]=1[CH3:21]. Procedure details: 10 Parts of concentrated sulphuric acid were added to a suspension of 66.1 parts of 6-chloro-5,7-dimethyl-4-oxo-4H-1-benzopyran-2-carboxylic acid in 600 parts of ethanol, and the mixture was heated at reflux for 24 hr. Most of the ethanol was removed by evaporation under reduced pressure, and 1500 parts of water were added to the reaction mixture. The precipitated solid was filtered, dissolved in chloroform and the solution, dried and evaporated, leaving 58.5 parts of 6-chloro-5,7-dimethyl-4-oxo... Reactants: CC=1SC(=C(N1)C1=CC=CC=C1)C12OCC(CC1)(CC2)CCCCC(=O)O (5-(1-(2-methyl-4-phenylthiazol-5-yl)-2-oxabicyclo[2.2.2]octan-4-yl)pentanoic acid), ICC12COC(CC1)(CC2)C2=C(N=C(S2)C)C2=CC=CC=C2 (5-(4-(iodomethyl)-2-oxabicyclo[2.2.2]octan-1-yl)-2-methyl-4-phenylthiazole), ICC12COC(CC1)(CC2)C2=CC(=CC=C2)OC2OCCCC2 (4-(iodomethyl)-1-(3-(tetrahydro-2H-pyran-2-yloxy)phenyl)-2-oxabicyclo[2.2.2]octane). The product is O1C(CCCC1)OC=1C=C(C=CC1)C12OCC(CC1)(CC2)CCCC(=O)O (4-(1-(3-(Tetrahydro-2H-pyran-2-yloxy)phenyl)-2-oxabicyclo[2.2.2]octan-4-yl)butanoic acid). Reaction SMILES: CC1SC(C23CCC(CC[CH2:23][CH2:24][C:25]([OH:27])=[O:26])(CC2)CO3)=C(C2C=CC=CC=2)N=1.ICC12CCC(C3SC(C)=NC=3C3C=CC=CC=3)(CC1)OC2.I[CH2:51][C:52]12[CH2:59][CH2:58][C:55]([C:60]3[CH:65]=[CH:64][CH:63]=[C:62]([O:66][CH:67]4[CH2:72][CH2:71][CH2:70][CH2:69][O:68]4)[CH:61]=3)([CH2:56][CH2:57]1)[O:54][CH2:53]2>>[O:68]1[CH2:69][CH2:70][CH2:71][CH2:72][CH:67]1[O:66][C:62]1[CH:61]=[C:60]([C:55]23[CH2:58][CH2:59][C:52]([CH2:51][CH2:23][CH2:24][C:25]([OH:27])=[O:26])([CH2:57][CH2:56]2)[CH2:53][O:54]3)[CH:65]=[CH:64][CH:63]=1. Procedure details: 4-(1-(3-(Tetrahydro-2H-pyran-2-yloxy)phenyl)-2-oxabicyclo[2.2.2]octan-4-yl)butanoic acid was prepared using a procedure analogous to 5-(1-(2-methyl-4-phenylthiazol-5-yl)-2-oxabicyclo[2.2.2]octan-4-yl)pentanoic acid except that 5-(4-(iodomethyl)-2-oxabicyclo[2.2.2]octan-1-yl)-2-methyl-4-phenylthiazole was replaced with 4-(iodomethyl)-1-(3-(tetrahydro-2H-pyran-2-yloxy)phenyl)-2-oxabicyclo[2.2.2]octane. The title compound was obtained (0.88 g, 2.2 mmol, 95% yield) as a clear oil. LCMS, [M−H]+=373.1... The reactants are COC1=C(C=C(C(=O)O)C=C1)C(F)(F)F (4-methoxy-3-trifluoromethyl-benzoic acid), Cl.N1=CC=CC=C1 (pyridine hydrochloride), C(CC(O)(C(=O)O)CC(=O)O)(=O)O (citric acid). Reaction conditions: temperature 180 celsius, time 5 hour. The product is OC1=C(C=C(C(=O)O)C=C1)C(F)(F)F (4-hydroxy-3-trifluoromethyl-benzoic Acid). RXN SMILES: C[O:2][C:3]1[CH:11]=[CH:10][C:6]([C:7]([OH:9])=[O:8])=[CH:5][C:4]=1[C:12]([F:15])([F:14])[F:13].Cl.N1C=CC=CC=1.C(O)(=O)CC(CC(O)=O)(C(O)=O)O>>[OH:2][C:3]1[CH:11]=[CH:10][C:6]([C:7]([OH:9])=[O:8])=[CH:5][C:4]=1[C:12]([F:13])([F:14])[F:15] |f:1.2|. Reported procedure: A mixture of 10.0 g (45.4 mmol) 4-methoxy-3-trifluoromethyl-benzoic acid and 75 g (649 mmol) pyridine hydrochloride was stirred for 5 hours at 180° C. under nitrogen gas. The reaction mixture was then poured onto 1 L of 10% citric acid solution, extracted with 500 ml EtOAc, the organic phase washed with 1 L water, dried and evaporated down under reduced pressure. The reactants are 2h, Cl.ClCC1=NC=CC=C1 (2-Chloromethylpyridine hydrochloride), NCC(=O)O (glycin), [OH-].[Na+] (NaOH). Solvent: O (water). Product: N1=C(C=CC=C1)CN(CC1=NC=CC=C1)CC(=O)O ((Bis(2-pyridylmethyl)amino)acetic Acid). As a reaction SMILES: Cl.Cl[CH2:3][C:4]1[CH:9]=[CH:8][CH:7]=[CH:6][N:5]=1.[NH2:10][CH2:11][C:12]([OH:14])=[O:13].[OH-].[Na+]>O>[N:5]1[CH:6]=[CH:7][CH:8]=[CH:9][C:4]=1[CH2:3][N:10]([CH2:11][C:12]([OH:14])=[O:13])[CH2:3][C:4]1[CH:9]=[CH:8][CH:7]=[CH:6][N:5]=1 |f:0.1,3.4|. Procedure details: 2-Chloromethylpyridine hydrochloride (9.2 g, 8.53 mmol) and glycin (2 g, 26.6 mmol) were dissolved in water (30 mL) and stirred at room temperature for five days, with addition of 5 mol aqueous NaOH solution at intervals to maintain the pH at 8-10. The resulting dark red solution was extracted with ethyl acetate, neutralized with HCl and concentrated. The residue was dissolved in dichloromethane, and the insoluble sodium chloride was filtered. Pale yellow crystals formed from the filtrate, which... Starting materials: C(C1=CC=CC=C1)(=O)Cl (benzoyl chloride), [Cl-].[Al+3].[Cl-].[Cl-] (aluminum (III) chloride), COC1=C(C=C(C=C1)OC)CCC (1,4-dimethoxy-2-propyl benzene). Procedure details: 0.254 gram (1.4 mmole, 1.0 eq.) of product from step D was dissolved in 7 ml of 1,2-dichloroethane, after which 0.20 ml of benzoyl chloride and 0.225 gram aluminum (III) chloride (1.7 mmole, 1.2 eq. each) were added. Stirred at room temperature under nitrogen atmosphere for 75 minutes, then quenched with aqueous potassium carbonate. Diluted further with water and extracted 3× with dichloromethane. The combined organics were dried over sodium sulfate, filtered and evaporated. The resulting crude ... RXN SMILES: [CH3:1][O:2][C:3]1[CH:8]=[CH:7][C:6]([O:9][CH3:10])=[CH:5][C:4]=1[CH2:11][CH2:12][CH3:13].[C:14](Cl)(=[O:21])[C:15]1[CH:20]=[CH:19][CH:18]=[CH:17][CH:16]=1.[Cl-].[Al+3].[Cl-].[Cl-]>ClCCCl>[CH3:10][O:9][C:6]1[CH:5]=[C:4]([CH2:11][CH2:12][CH3:13])[C:3]([O:2][CH3:1])=[CH:8][C:7]=1[C:14]([C:15]1[CH:20]=[CH:19][CH:18]=[CH:17][CH:16]=1)=[O:21] |f:2.3.4.5|. Product: COC1=C(C(=O)C2=CC=CC=C2)C=C(C(=C1)CCC)OC (2,5-dimethoxy-4-propyl benzophenone). Reaction conditions: time 75 minute. Run in ClCCCl (1,2-dichloroethane). Yield: 95.0%. Reactants: [Al+3].[Cl-].[Cl-].[Cl-] (AlCl3), C1(CCC(=O)O1)=O (Succinic anhydride), ClCCCl (1,2-dichloroethane), [N+](=O)([O-])C=1C=C(C=CC1)C(CC(=O)C1=CC=CC=C1)SC1=CC(=CC=C1)OC (3-(3-nitrophenyl)-3-(3-methoxyphenylthio)-1-phenyl-1-propanone), ClCCCl (1,2-dichloroethane). Conditions: time 3 hour. Product: C1(=CC=CC=C1)C(CC(SC1=CC(=C(C=C1)C(CCC(=O)OC)=O)O)C1=CC(=CC=C1)[N+](=O)[O-])=O (4-(3-phenyl-3-oxo-1-(3-nitrophenyl)-1-propylthio)-2-hydroxy-gamma-oxobenzenebutanoic acid, methyl ester). As a reaction SMILES: [C:1]1(=[O:7])[O:6][C:4](=[O:5])[CH2:3][CH2:2]1.[Al+3].[Cl-].[Cl-].[Cl-].[N+:12]([C:15]1[CH:16]=[C:17]([CH:21]([S:31][C:32]2[CH:37]=[CH:36][CH:35]=[C:34]([O:38]C)[CH:33]=2)[CH2:22][C:23]([C:25]2[CH:30]=[CH:29][CH:28]=[CH:27][CH:26]=2)=[O:24])[CH:18]=[CH:19][CH:20]=1)([O-:14])=[O:13].Cl[CH2:41]CCl>>[C:25]1([C:23](=[O:24])[CH2:22][CH:21]([C:17]2[CH:18]=[CH:19][CH:20]=[C:15]([N+:12]([O-:14])=[O:13])[CH:16]=2)[S:31][C:32]2[CH:37]=[CH:36][C:35]([C:4](=[O:5])[CH2:3][CH2:2][C:1]([O:6][CH3:41])=[O:7])=[C:34]([OH:38])[CH:33]=2)[CH:26]=[CH:27][CH:28]=[CH:29][CH:30]=1 |f:1.2.3.4|. Procedure details: Succinic anhydride (11.45 g, 0.11 mole) was dissolved in 1,2-dichloroethane (300 ml) and AlCl3 (50.76 g, 0.38 mole) was added under N2. The resulting mixture was stirred for 3 hours at room temperature, cooled to 0° C. and the compound from Step A (13 g, 0.03 mole), dissolved in 1,2-dichloroethane, was added slowly. The reaction mixture was kept at 5° C. for 3 days, then poured on ice, stirred for one hour and the two phases separated by decanting. The aqueous phase was extracted several times w... The reactants are FC=1C=C(C=CC1)C1=NC2=CC=CC=C2C(=N1)C(=O)O (2-(3-fluorophenyl)quinazoline-4-carboxylic acid), Cl.OC1=C2CCNCC2=CC=C1OC (5-hydroxy-6-methoxy-1,2,3,4-tetrahydroisoquinoline hydrochloride). The product is FC=1C=C(C=CC1)C1=NC2=CC=CC=C2C(=N1)C(=O)N1CC2=CC=C(C(=C2CC1)O)OC (2-[[2-(3-fluorophenyl)quinazolin-4-yl]carbonyl]-5-hydroxy-6-methoxy-1,2,3,4-tetrahydroisoquinoline). Isolated yield 24.0%. Reaction SMILES: [F:1][C:2]1[CH:3]=[C:4]([C:8]2[N:17]=[C:16]([C:18](O)=[O:19])[C:15]3[C:10](=[CH:11][CH:12]=[CH:13][CH:14]=3)[N:9]=2)[CH:5]=[CH:6][CH:7]=1.Cl.[OH:22][C:23]1[C:32]([O:33][CH3:34])=[CH:31][CH:30]=[C:29]2[C:24]=1[CH2:25][CH2:26][NH:27][CH2:28]2>>[F:1][C:2]1[CH:3]=[C:4]([C:8]2[N:17]=[C:16]([C:18]([N:27]3[CH2:26][CH2:25][C:24]4[C:29](=[CH:30][CH:31]=[C:32]([O:33][CH3:34])[C:23]=4[OH:22])[CH2:28]3)=[O:19])[C:15]3[C:10](=[CH:11][CH:12]=[CH:13][CH:14]=3)[N:9]=2)[CH:5]=[CH:6][CH:7]=1 |f:1.2|. Procedure: Reaction of 2-(3-fluorophenyl)quinazoline-4-carboxylic acid with 5-hydroxy-6-methoxy-1,2,3,4-tetrahydroisoquinoline hydrochloride gave compound 42 (24% yield) as a white solid. 1H NMR (300 MHz, DMSO-d6) δ 2.63 and 2.90 (2t, 2H), 3.50 and 4.04 (2t, 2H), 3.74 and 3.80 (2s, 3H), 4.40 and 4.92 (2s, 2H), 6.32 and 6.77 (2d, 1H), 6.71 and 6.91 (2d, 1H), 7.44-7.46 (m, 1H), 7.61-7.82 (m, 2H), 7.89-8.00 (2d, 1H), 8.08-8.26 (m, 3H), 8.31-8.41 (m, 1H); 8.68-8.72 (2s, 1H); MS (ESI) m/z 430 ([M+H]+). The reactants are C(C)(=O)O (acetic acid), ice water, OO (hydrogen peroxide), C(C)(C)(C)OC(=O)N1CCC(CC1)NC1=NC=C(C=N1)Br (4-(5-bromo-pyrimidin-2-ylamino)-piperidine-1-carboxylic acid tert-butyl ester), B1(OC(C(O1)(C)C)(C)C)B2OC(C(O2)(C)C)(C)C (bis(pinacolato)diboron), C(C)(=O)[O-].[K+] (potassium acetate), O (water). Reagents/catalysts: [Pd](Cl)Cl.C1(=CC=CC=C1)P(C1=CC=CC=C1)C1=CC=CC=C1.C1(=CC=CC=C1)P(C1=CC=CC=C1)C1=CC=CC=C1 (bis(triphenylphosphine) palladium(II) chloride). Run in O1CCOCC1 (dioxane). Conditions: temperature 90 celsius, time 15 minute. Yields the product C(C)(C)(C)OC(=O)N1CCC(CC1)NC1=NC=C(C=N1)O (4-(5-Hydroxy-pyrimidin-2-ylamino)-piperidine-1-carboxylic acid tert-butyl ester). Isolated yield 66.5%. As a reaction SMILES: [C:1]([O:5][C:6]([N:8]1[CH2:13][CH2:12][CH:11]([NH:14][C:15]2[N:20]=[CH:19][C:18](Br)=[CH:17][N:16]=2)[CH2:10][CH2:9]1)=[O:7])([CH3:4])([CH3:3])[CH3:2].B1(B2OC(C)(C)C(C)(C)O2)OC(C)(C)C(C)(C)[O:23]1.C([O-])(=O)C.[K+].C(O)(=O)C.OO.O>O1CCOCC1.[Pd](Cl)Cl.C1(P(C2C=CC=CC=2)C2C=CC=CC=2)C=CC=CC=1.C1(P(C2C=CC=CC=2)C2C=CC=CC=2)C=CC=CC=1>[C:1]([O:5][C:6]([N:8]1[CH2:13][CH2:12][CH:11]([NH:14][C:15]2[N:20]=[CH:19][C:18]([OH:23])=[CH:17][N:16]=2)[CH2:10][CH2:9]1)=[O:7])([CH3:4])([CH3:3])[CH3:2] |f:2.3,8.9.10|. Procedure details: To a stirred solution of 4-(5-bromo-pyrimidin-2-ylamino)-piperidine-1-carboxylic acid tert-butyl ester (12.4 g, 34.8 mmol, 1.0 equiv) in dioxane (100 mL) was added bis(pinacolato)diboron (13.25 g, 52.2 mmol, 1.5 equiv) and potassium acetate (10.4 g, 105 mmol, 3.0 equiv). After 15 min, bis(triphenylphosphine) palladium(II) chloride (1.47 g, 2.1 mmol, 0.06 equiv) was added and the reaction mixture was warmed up to 90° C. After 3 h, the reaction mixture was cooled down to 0° C. and glacial acetic a... The reactants are CCn1nc(-c2ccccc2)c(C(C)=O)c([N+](=O)[O-])c1=O, CCO, Cc1cccnc1N. Yields the product CCn1nc(-c2ccccc2)c(C(C)=O)c(Nc2ncccc2C)c1=O. Reaction SMILES: [C:1]([CH3:2])(=[O:3])[c:4]1[c:5]([N+:19]([O-:20])=[O:21])[c:6](=[O:18])[n:7]([CH2:16][CH3:17])[n:8][c:9]1-[c:10]1[cH:11][cH:12][cH:13][cH:14][cH:15]1.[CH3:30][CH2:31][OH:32].[NH2:22][c:23]1[n:24][cH:25][cH:26][cH:27][c:28]1[CH3:29]>>[C:1]([CH3:2])(=[O:3])[c:4]1[c:5]([NH:19][c:23]2[n:24][cH:25][cH:26][cH:27][c:28]2[CH3:29])[c:6](=[O:18])[n:7]([CH2:16][CH3:17])[n:8][c:9]1-[c:10]1[cH:11][cH:12][cH:13][cH:14][cH:15]1.